Dataset: the Open Reaction Database (ORD), a public repository of structured organic reaction records. Task: describe an organic reaction: reactants, conditions, products, and yield The reactants are COC(=O)c1ccc(C(=O)ON2C(=O)CCC2=O)cc1Cl, CN(C)C=O, NCc1ccc2cc[nH]c2c1. As a reaction SMILES: [CH3:12][O:13][C:14]([c:15]1[c:16]([Cl:31])[cH:17][c:18]([C:21](=[O:22])[O:23][N:24]2[C:25](=[O:26])[CH2:27][CH2:28][C:29]2=[O:30])[cH:19][cH:20]1)=[O:32].[CH3:33][N:34]([CH3:35])[CH:36]=[O:37].[nH:1]1[cH:2][cH:3][c:4]2[cH:5][cH:6][c:7]([CH2:10][NH2:11])[cH:8][c:9]12>>[nH:1]1[cH:2][cH:3][c:4]2[cH:5][cH:6][c:7]([CH2:10][NH:11][C:21]([c:18]3[cH:17][c:16]([Cl:31])[c:15]([C:14]([O:13][CH3:12])=[O:32])[cH:20][cH:19]3)=[O:22])[cH:8][c:9]12. Product: COC(=O)c1ccc(C(=O)NCc2ccc3cc[nH]c3c2)cc1Cl. Reactants: [H-], N#CCC#N, [Na+], C1CCOC1, O, O=C(Cl)Cc1ccccc1. Yields the product N#CC(C#N)=C(O)Cc1ccccc1. As a reaction SMILES: [H-:1].[N:3]#[C:4][CH2:5][C:6]#[N:7].[Na+:2].[O:19]1[CH2:20][CH2:21][CH2:22][CH2:23]1.[OH2:18].[c:8]1([CH2:14][C:15](=[O:16])[Cl:17])[cH:9][cH:10][cH:11][cH:12][cH:13]1>>[N:3]#[C:4][C:5]([C:6]#[N:7])=[C:15]([CH2:14][c:8]1[cH:9][cH:10][cH:11][cH:12][cH:13]1)[OH:16]. Starting materials: Br, CCOC(C)=O, O=N[O-], Nc1cc(C=O)ccc1Cl, [Na+], O. Yields the product O=Cc1ccc(Cl)c(Br)c1. Reaction SMILES: [BrH:15].[CH3:17][CH2:18][O:19][C:20](=[O:21])[CH3:22].[N:11]([O-:12])=[O:13].[NH2:1][c:2]1[cH:3][c:4]([CH:5]=[O:6])[cH:7][cH:8][c:9]1[Cl:10].[Na+:14].[OH2:16]>>[c:2]1([Br:15])[cH:3][c:4]([CH:5]=[O:6])[cH:7][cH:8][c:9]1[Cl:10]. Reaction SMILES: [NH2:1][CH:2]([C:6]1[N:15]([CH2:16][C:17]2[CH:22]=[CH:21][CH:20]=[CH:19][CH:18]=2)[C:14](=[O:23])[C:13]2[C:8](=[CH:9][C:10]([Cl:24])=[CH:11][CH:12]=2)[N:7]=1)[CH:3]([CH3:5])[CH3:4].[CH3:25][O:26][CH:27]([O:30][CH3:31])[CH2:28]Br.C(=O)([O-])[O-].[K+].[K+]>CN(C=O)C>[CH2:16]([N:15]1[C:14](=[O:23])[C:13]2[C:8](=[CH:9][C:10]([Cl:24])=[CH:11][CH:12]=2)[N:7]=[C:6]1[CH:2]([NH:1][CH2:28][CH:27]([O:30][CH3:31])[O:26][CH3:25])[CH:3]([CH3:5])[CH3:4])[C:17]1[CH:18]=[CH:19][CH:20]=[CH:21][CH:22]=1 |f:2.3.4|. Run at temperature 135 celsius. Starting materials: NC(C(C)C)C1=NC2=CC(=CC=C2C(N1CC1=CC=CC=C1)=O)Cl (2-(1-amino-2-methyl-propyl)-3-benzyl-7-chloro-3H-quinazolin-4-one), COC(CBr)OC (bromoacetaldehyde dimethylacetal), C([O-])([O-])=O.[K+].[K+] (potassium carbonate). The product is C(C1=CC=CC=C1)N1C(=NC2=CC(=CC=C2C1=O)Cl)C(C(C)C)NCC(OC)OC (3-Benzyl-7-chloro-2-[1-(2,2-dimethoxy-ethylamino)-2-methyl-propyl]-3H-quinazolin-4-one). Run in CN(C)C=O (DMF). Procedure: To a solution of 2-(1-amino-2-methyl-propyl)-3-benzyl-7-chloro-3H-quinazolin-4-one (1.87 g, 5.48 mmol) in DMF (30 mL) was added bromoacetaldehyde dimethylacetal (2.78 g, 16.44 mmol) and potassium carbonate (2.27 g, 16.44 mmol) and the resulting suspension was heated at 135° C. for 18 h. The cooled reaction was concentrated in vacuo, triturated with methylene chloride to remove any solids, and the filtrate was concentrated in vacuo. The residue was purified by flash chromatography (silica gel; 2:... Isolated yield 58.6%. Reactants: C1(=CC=CC=C1)C(C(=O)N[C@@H](CCCN)C(=O)N[C@@H](CO)C1=CC=CC=C1)C1=CC=CC=C1 ((R)-N2 -(diphenylacetyl)-(S)-N-(2-hydroxy-1-phenylethyl)ornithine amide), C(=O)(OCC1=CC=CC=C1)NC(SC)=NC(=O)OCC1=CC=CC=C1 (N,N'-bis(Cbz)-S-methyl-isothiourea), CCN(C(C)C)C(C)C (DiPEA). The solvent is CN(C)C=O (DMF). The product is C(=O)(OCC1=CC=CC=C1)NC(NCCC[C@H](NC(C(C1=CC=CC=C1)C1=CC=CC=C1)=O)C(=O)N[C@@H](CO)C1=CC=CC=C1)=NC(=O)OCC1=CC=CC=C1 ((R)-Nω,Nω '-bis(Cbz)-N2 -(Diphenylacetyl)-(S)-N-(2-hydroxy-1-phenyl-ethyl)arginine amide). The yield is 45.6%. Reaction SMILES: [C:1]1([CH:7]([C:28]2[CH:33]=[CH:32][CH:31]=[CH:30][CH:29]=2)[C:8]([NH:10][C@H:11]([C:16]([NH:18][C@H:19]([C:22]2[CH:27]=[CH:26][CH:25]=[CH:24][CH:23]=2)[CH2:20][OH:21])=[O:17])[CH2:12][CH2:13][CH2:14][NH2:15])=[O:9])[CH:6]=[CH:5][CH:4]=[CH:3][CH:2]=1.[C:34]([NH:44][C:45](=[N:48][C:49]([O:51][CH2:52][C:53]1[CH:58]=[CH:57][CH:56]=[CH:55][CH:54]=1)=[O:50])SC)([O:36][CH2:37][C:38]1[CH:43]=[CH:42][CH:41]=[CH:40][CH:39]=1)=[O:35].CCN(C(C)C)C(C)C>CN(C=O)C>[C:49]([NH:48][C:45](=[N:44][C:34]([O:36][CH2:37][C:38]1[CH:43]=[CH:42][CH:41]=[CH:40][CH:39]=1)=[O:35])[NH:15][CH2:14][CH2:13][CH2:12][C@@H:11]([C:16]([NH:18][C@H:19]([C:22]1[CH:23]=[CH:24][CH:25]=[CH:26][CH:27]=1)[CH2:20][OH:21])=[O:17])[NH:10][C:8](=[O:9])[CH:7]([C:1]1[CH:2]=[CH:3][CH:4]=[CH:5][CH:6]=1)[C:28]1[CH:33]=[CH:32][CH:31]=[CH:30][CH:29]=1)([O:51][CH2:52][C:53]1[CH:54]=[CH:55][CH:56]=[CH:57][CH:58]=1)=[O:50]. Reported procedure: Prepared according to the method described in Example 4(f) above from (R)-N2 -(diphenylacetyl)-(S)-N-(2-hydroxy-1-phenylethyl)ornithine amide (0.5 g; 1.12 mmol; from step (d) above), N,N'-bis(Cbz)-S-methyl-isothiourea (0.603 g; 1.68 mmol), DiPEA (0.2 mL) and DMF (15 mL), yielding 0.386 g of the sub-title compound. Starting materials: N1(CCOCC1)C1C(CCCC1)=O (2-Morpholin-4-yl-cyclohexanone), C(C)(C)(C)OC(N(C)C)N(C)C (tert.-butoxy-bis-(dimethylamino)-methane). The product is CN(C=C1C(C(CCC1)N1CCOCC1)=O)C (2-[1-Dimethylamino-methylidene]-6-morpholin-4-yl-cyclohexanone). Reaction SMILES: [N:1]1([CH:7]2[CH2:12][CH2:11][CH2:10][CH2:9][C:8]2=[O:13])[CH2:6][CH2:5][O:4][CH2:3][CH2:2]1.C(O[CH:19](N(C)C)[N:20]([CH3:22])[CH3:21])(C)(C)C>>[CH3:19][N:20]([CH3:22])[CH:21]=[C:9]1[CH2:10][CH2:11][CH2:12][CH:7]([N:1]2[CH2:2][CH2:3][O:4][CH2:5][CH2:6]2)[C:8]1=[O:13]. Reported procedure: 2-Morpholin-4-yl-cyclohexanone (183 mg, 1.0 mmol) was reacted with tert.-butoxy-bis-(dimethylamino)-methane using in analogous manner the procedure described in example 45a) to give crude title compound (260 mg) as a yellow oil which was used directly in the next step. The reactants are CON(C(=O)C1(CCCC1)NC(OC(C)(C)C)=O)C (tert-butyl 1-{[methoxy(methyl)amino]carbonyl}-cyclopentylcarbamate), [H-].[H-].[H-].[H-].[Li+].[Al+3] (LAH), OS(=O)(=O)[O-].[K+] (KHSO4). Run in C1CCOC1 (THF), O (water), CCOCC (Et2O). Run at temperature 0 celsius, time 30 minute. Yields the product C(=O)C1(CCCC1)NC(OC(C)(C)C)=O (tert-Butyl 1-formylcyclopentylcarbamate). RXN SMILES: CON(C)[C:4]([C:6]1([NH:11][C:12](=[O:18])[O:13][C:14]([CH3:17])([CH3:16])[CH3:15])[CH2:10][CH2:9][CH2:8][CH2:7]1)=[O:5].[H-].[H-].[H-].[H-].[Li+].[Al+3].OS([O-])(=O)=O.[K+]>C1COCC1.O.CCOCC>[CH:4]([C:6]1([NH:11][C:12](=[O:18])[O:13][C:14]([CH3:16])([CH3:15])[CH3:17])[CH2:10][CH2:9][CH2:8][CH2:7]1)=[O:5] |f:1.2.3.4.5.6,7.8|. Procedure: To a solution of tert-butyl 1-{[methoxy(methyl)amino]carbonyl}-cyclopentylcarbamate (3.34 g, 12.27 mmol) in anhydrous THF (112 mL) at 0° C. under an atmosphere of nitrogen was added LAH (698 mg, 18.40 mmol), portionwise. The reaction was stirred at 0° C. for 30 min, treated with KHSO4 (3.4 g) in water (72 mL), diluted with Et2O, and stirred for 5 min. The layers were separated, and the aqueous was extracted with Et2O three times more. The combined organic extracts were washed twice each with aqu...